This data is from the Open Reaction Database (ORD), a public repository of structured organic reaction records. The task is: describe an organic reaction: reactants, conditions, products, and yield The reactants are CS(=O)(=O)Cl (Methanesulfonyl chloride), NC=1C=2N(C=CN1)C(=NC2C=2NC1=CC=CC=C1C2)[C@@H]2CC[C@H](CC2)CN (1-{trans-4-[8-amino-1-(1H-indol-2-yl)imidazo[1,5-a]pyrazin-3-yl]cyclohexyl}methanamine), CCN(C(C)C)C(C)C (DIEA). Solvent: C(Cl)Cl (DCM). Reaction conditions: time 18 hour. Product: NC=1C=2N(C=CN1)C(=NC2C=2NC1=CC=CC=C1C2)C2CCC(CC2)CNS(=O)(=O)C (N-({4-[8-amino-1-(1H-indol-2-yl)imidazo[1,5-a]pyrazin-3-yl]cyclohexyl}methyl)methanesulfonamide). As a reaction SMILES: [CH3:1][S:2](Cl)(=[O:4])=[O:3].[NH2:6][C:7]1[C:8]2[N:9]([C:13]([C@H:25]3[CH2:30][CH2:29][C@H:28]([CH2:31][NH2:32])[CH2:27][CH2:26]3)=[N:14][C:15]=2[C:16]2[NH:17][C:18]3[C:23]([CH:24]=2)=[CH:22][CH:21]=[CH:20][CH:19]=3)[CH:10]=[CH:11][N:12]=1.CCN(C(C)C)C(C)C>C(Cl)Cl>[NH2:6][C:7]1[C:8]2[N:9]([C:13]([CH:25]3[CH2:26][CH2:27][CH:28]([CH2:31][NH:32][S:2]([CH3:1])(=[O:4])=[O:3])[CH2:29][CH2:30]3)=[N:14][C:15]=2[C:16]2[NH:17][C:18]3[C:23]([CH:24]=2)=[CH:22][CH:21]=[CH:20][CH:19]=3)[CH:10]=[CH:11][N:12]=1. Reported procedure: Methanesulfonyl chloride (4.40 μL, 0.057 mmol was added to a mixture of 1-{trans-4-[8-amino-1-(1H-indol-2-yl)imidazo[1,5-a]pyrazin-3-yl]cyclohexyl}methanamine (20.5 mg, 0.057 mol) and PS-DIEA (3.90 mmol/g loading; 60 mg, 0.2 mmol) in DCM (1.14 mL). The reaction mixture was stirred for 30 min at r.t. for 18 h. The crude reaction mixture was then concentrated and residue purified by mass directed preparative HPLC to afford 4 mg of desired product MS (ES+): m/z 439.10 (100) [MH+]. 1H NMR (CD3OD, 40... Reactants: CC1CCN(c2cc3nc(C(C)(C)C)sc3cc2[N+](=O)[O-])CC1, CO. Yields the product CC1CCN(c2cc3nc(C(C)(C)C)sc3cc2N)CC1. As a reaction SMILES: [C:1]([CH3:2])([CH3:3])([CH3:4])[c:5]1[s:6][c:7]2[c:8]([n:9]1)[cH:10][c:11]([N:17]1[CH2:18][CH2:19][CH:20]([CH3:23])[CH2:21][CH2:22]1)[c:12]([N+:14]([O-:15])=[O:16])[cH:13]2.[CH3:24][OH:25]>>[C:1]([CH3:2])([CH3:3])([CH3:4])[c:5]1[s:6][c:7]2[c:8]([n:9]1)[cH:10][c:11]([N:17]1[CH2:18][CH2:19][CH:20]([CH3:23])[CH2:21][CH2:22]1)[c:12]([NH2:14])[cH:13]2. Starting materials: SC1=CC=C(C=C1)C1=CC=C(C#N)C=C1 (4-(4-mercaptophenyl)benzonitrile), C(C)(=O)O[C@H]1[C@H](SC[C@H]([C@@H]1OC(C)=O)OC(C)=O)Br (2,3,4-tri-O-acetyl-5-thio-α-D-xylopyranosyl bromide), [Hg](C#N)C#N (Hg(CN)2). Yields the product C(C)(=O)O[C@H]1[C@H](SC2=CC=C(C=C2)C2=CC=C(C=C2)C#N)SC[C@H]([C@@H]1OC(C)=O)OC(C)=O (4-(4-cyanophenyl)phenyl 2,3,4-tri-O-acetyl-1,5-dithio-β-D-xylopyranoside). Isolated yield 10.2%. RXN SMILES: [SH:1][C:2]1[CH:7]=[CH:6][C:5]([C:8]2[CH:15]=[CH:14][C:11]([C:12]#[N:13])=[CH:10][CH:9]=2)=[CH:4][CH:3]=1.[C:16]([O:19][C@@H:20]1[C@@H:25]([O:26][C:27](=[O:29])[CH3:28])[C@H:24]([O:30][C:31](=[O:33])[CH3:32])[CH2:23][S:22][C@@H:21]1Br)(=[O:18])[CH3:17].[Hg](C#N)C#N>>[C:16]([O:19][C@@H:20]1[C@@H:25]([O:26][C:27](=[O:29])[CH3:28])[C@H:24]([O:30][C:31](=[O:33])[CH3:32])[CH2:23][S:22][C@H:21]1[S:1][C:2]1[CH:3]=[CH:4][C:5]([C:8]2[CH:15]=[CH:14][C:11]([C:12]#[N:13])=[CH:10][CH:9]=2)=[CH:6][CH:7]=1)(=[O:18])[CH3:17]. Procedure details: If the procedure described in Preparation I is followed starting from 2.3 g (10.9.10-3 mol) of 4-(4-mercaptophenyl)benzonitrile, 4.26 g (11.9.10-3 mol) of 2,3,4-tri-O-acetyl-5-thio-α-D-xylopyranosyl bromide and 2.75 g (10.9.10-3 mol) of mercuric cyanide (Hg(CN)2), 0.540 g (yield: 10%) of the expected product is obtained after purification by flash chromatography using methylene chloride as the eluent. The reactants are BrC=1C(=NC=C(C1)C)Cl (3-Bromo-2-chloro-5-methylpyridine), BrN1C(CCC1=O)=O (N-bromosuccinimide), C(C1=CC=CC=C1)(=O)OOC(C1=CC=CC=C1)=O (benzoic peroxyanhydride). Solvent: C(Cl)(Cl)(Cl)Cl (carbon tetrachloride). Product: BrC=1C(=NC=C(C1)CBr)Cl (3-bromo-5-(bromomethyl)-2-chloropyridine). Isolated yield 34.4%. Reaction SMILES: [Br:1][C:2]1[C:3]([Cl:9])=[N:4][CH:5]=[C:6]([CH3:8])[CH:7]=1.[Br:10]N1C(=O)CCC1=O.C(OOC(=O)C1C=CC=CC=1)(=O)C1C=CC=CC=1>C(Cl)(Cl)(Cl)Cl>[Br:1][C:2]1[C:3]([Cl:9])=[N:4][CH:5]=[C:6]([CH2:8][Br:10])[CH:7]=1. Reported procedure: 3-Bromo-2-chloro-5-methylpyridine (4 g, 19.37 mmol), N-bromosuccinimide (3.79 g, 21.3 mmol) and benzoic peroxyanhydride (0.239 g, 0.969 mmol) were combined in carbon tetrachloride (40 mL), heated under reflux for 24 hours, cooled, and filtered to remove succinimide. The filtrate was concentrated. The resulting residue was purified by chromatography (silica gel, 0-30% ethyl acetate in heptanes) to afford the title compound (1.9 g, 34%). Yields the product N#Cc1cnc2cc(F)cc(OC3CCOCC3)c2c1O. As a reaction SMILES: [C:1](#[N:2])[c:3]1[cH:4][n:5][c:6]2[cH:7][c:8]([F:15])[cH:9][c:10]([F:14])[c:11]2[c:12]1[OH:13].[CH3:23][C:24]([CH3:25])([O-:26])[CH3:27].[CH3:29][C:30](=[O:31])[OH:32].[K+:28].[O:16]1[CH2:17][CH2:18][CH:19]([OH:22])[CH2:20][CH2:21]1.[O:33]1[CH2:34][CH2:35][CH2:36][CH2:37]1>>[C:1](#[N:2])[c:3]1[cH:4][n:5][c:6]2[cH:7][c:8]([F:15])[cH:9][c:10]([O:22][CH:19]3[CH2:18][CH2:17][O:16][CH2:21][CH2:20]3)[c:11]2[c:12]1[OH:13]. The reactants are N#Cc1cnc2cc(F)cc(F)c2c1O, CC(C)(C)[O-], CC(=O)O, [K+], OC1CCOCC1, C1CCOC1. Reactants: COC1=CC=C(C=C1)CCNC(=O)C1(CC1)C1=C(C=CC=C1)Cl (N-[2-(4-methoxyphenyl)ethyl]-1-(2-chlorophenyl)cyclopropanecarboxamide), polyphosphate ester. Run in O (water). The product is ClC1=C(C=CC=C1)C1(CC1)C1=NCCC2=CC=C(C=C12)OC (1-[1-(2-chlorophenyl)cyclopropyl]-7-methoxy-3,4-dihydroisoquinoline). As a reaction SMILES: [CH3:1][O:2][C:3]1[CH:8]=[CH:7][C:6]([CH2:9][CH2:10][NH:11][C:12]([C:14]2([C:17]3[CH:22]=[CH:21][CH:20]=[CH:19][C:18]=3[Cl:23])[CH2:16][CH2:15]2)=O)=[CH:5][CH:4]=1>O>[Cl:23][C:18]1[CH:19]=[CH:20][CH:21]=[CH:22][C:17]=1[C:14]1([C:12]2[C:7]3[C:6](=[CH:5][CH:4]=[C:3]([O:2][CH3:1])[CH:8]=3)[CH2:9][CH2:10][N:11]=2)[CH2:16][CH2:15]1. Procedure details: A mixture of N-[2-(4-methoxyphenyl)ethyl]-1-(2-chlorophenyl)cyclopropanecarboxamide (2 g, prepared in a similar manner to that described in Example D8) and polyphosphate ester (20 ml) was gently heated for 12 hours. The mixture was poured into water and washed with ether, then ethyl acetate. The aqueous phase was basified with aqueous ammonia solution and extracted with ethyl acetate. The extract yielded a solid which was recrystallised from cyclohexane to give 1-[1-(2-chlorophenyl)cyclopropyl]-...